This data is from the Open Reaction Database (ORD), a public repository of structured organic reaction records. The task is: describe an organic reaction: reactants, conditions, products, and yield Reactants: CN (Methylamine), [N+](=O)([O-])C1=CC2=C(C(OC(N2)=O)=O)C=C1 (7-Nitro-1H-3,1-benzoxazine-2,4-dione). Run in C1CCOC1 (THF), C1CCOC1 (THF). The product is NC1=C(C(=O)NC)C=CC(=C1)[N+](=O)[O-] (2-Amino-N-methyl-4-nitro-benzamide). RXN SMILES: [N+:1]([C:4]1[CH:15]=[CH:14][C:7]2[C:8](=[O:13])OC(=O)[NH:11][C:6]=2[CH:5]=1)([O-:3])=[O:2].[CH3:16][NH2:17]>C1COCC1>[NH2:11][C:6]1[CH:5]=[C:4]([N+:1]([O-:3])=[O:2])[CH:15]=[CH:14][C:7]=1[C:8]([NH:17][CH3:16])=[O:13]. Procedure details: 7-Nitro-1H-3,1-benzoxazine-2,4-dione (1.14 g, 0.00549 mol) was dissolved in THF (50 mL, 0.6 mol). 2 M of Methylamine in THF (10 mL) was added, and a yellow solid formed immediately. The reaction mixture was concentrated under reduced pressure to afford a light orange solid.